From a dataset of the Open Reaction Database (ORD), a public repository of structured organic reaction records. describe an organic reaction: reactants, conditions, products, and yield Reactants: NC1=NC(=NC(=C1)Cl)SC(C)C=1N=CC2=CC=CC=C2C1 (4-Amino-6-chloro-2-(1-(3-isoquinolyl)ethyl)thio-pyrimidine), one, BrBr (bromine). The solvent is CO (methanol). Reaction conditions: temperature 0 celsius, time 20 minute. Yields the product NC1=NC(=NC(=C1Br)Cl)SC(C)C=1N=CC2=CC=CC=C2C1 (4-Amino-5-bromo-6-chloro-2-(1-(3-isoquinolyl)ethyl)thio-pyrimidine). Isolated yield 86.4%. As a reaction SMILES: [NH2:1][C:2]1[CH:7]=[C:6]([Cl:8])[N:5]=[C:4]([S:9][CH:10]([C:12]2[N:13]=[CH:14][C:15]3[C:20]([CH:21]=2)=[CH:19][CH:18]=[CH:17][CH:16]=3)[CH3:11])[N:3]=1.[Br:22]Br>CO>[NH2:1][C:2]1[C:7]([Br:22])=[C:6]([Cl:8])[N:5]=[C:4]([S:9][CH:10]([C:12]2[N:13]=[CH:14][C:15]3[C:20]([CH:21]=2)=[CH:19][CH:18]=[CH:17][CH:16]=3)[CH3:11])[N:3]=1. Procedure details: 4-Amino-6-chloro-2-(1-(3-isoquinolyl)ethyl)thio-pyrimidine (475 mg, 1.5 mmole) is suspended in 15 ml methanol in a 50 ml one neck round bottom flask under nitrogen at 0° C. The suspension is treated slowly dropwise with bromine (85 μl, 1.65 mmole) and the reaction mixture is stirred 20 min at 0° C. The volatiles are removed in vacuo and the residue is partitioned between 1×50 ml dichloromethane and 1×50 ml saturated sodium carbonate followed by 1×50 ml saturated sodium thiosulfate. The organic l... Reactants: [Li]CCCC, C1CCOC1, C[Si](Cn1cncn1)(c1ccc(F)cc1)c1ccc(F)cc1, CN(C)C=O. Product: C[Si](Cn1ncnc1C=O)(c1ccc(F)cc1)c1ccc(F)cc1. RXN SMILES: [CH2:23]([Li:24])[CH2:25][CH2:26][CH3:27].[CH2:33]1[O:34][CH2:35][CH2:36][CH2:37]1.[F:1][c:2]1[cH:3][cH:4][c:5]([Si:8]([CH2:9][n:10]2[n:11][cH:12][n:13][cH:14]2)([CH3:15])[c:16]2[cH:17][cH:18][c:19]([F:22])[cH:20][cH:21]2)[cH:6][cH:7]1.[O:28]=[CH:29][N:30]([CH3:31])[CH3:32]>>[F:1][c:2]1[cH:3][cH:4][c:5]([Si:8]([CH2:9][n:10]2[n:11][cH:12][n:13][c:14]2[CH:29]=[O:28])([CH3:15])[c:16]2[cH:17][cH:18][c:19]([F:22])[cH:20][cH:21]2)[cH:6][cH:7]1. Product: [Br-], CS(=O)(=O)NC(=O)CCCC[P+](c1ccccc1)(c1ccccc1)c1ccccc1. As a reaction SMILES: [Br:20][CH2:21][CH2:22][CH2:23][CH2:24][C:25](=[O:26])[NH:27][S:28](=[O:29])(=[O:30])[CH3:31].[C:38]([O:39][CH2:40][CH3:41])(=[O:42])[CH3:43].[CH3:32][CH2:33][O:34][C:35](=[O:36])[CH3:37].[CH3:44][C:45]([CH3:46])=[O:47].[c:1]1([P:7]([c:8]2[cH:9][cH:10][cH:11][cH:12][cH:13]2)[c:14]2[cH:15][cH:16][cH:17][cH:18][cH:19]2)[cH:2][cH:3][cH:4][cH:5][cH:6]1.[c:48]1([CH3:49])[c:50]([CH3:51])[cH:52][cH:53][cH:54][cH:55]1>>[Br-:20].[c:1]1([P+:7]([c:8]2[cH:9][cH:10][cH:11][cH:12][cH:13]2)([c:14]2[cH:15][cH:16][cH:17][cH:18][cH:19]2)[CH2:21][CH2:22][CH2:23][CH2:24][C:25](=[O:26])[NH:27][S:28](=[O:29])(=[O:30])[CH3:31])[cH:2][cH:3][cH:4][cH:5][cH:6]1. The reactants are CS(=O)(=O)NC(=O)CCCCBr, CCOC(C)=O, CCOC(C)=O, CC(C)=O, c1ccc(P(c2ccccc2)c2ccccc2)cc1, Cc1ccccc1C. The reactants are [N+](=O)(O)[O-] (HNO3), BrC1=C(C(=O)O)C=CC=C1F (2-bromo-3-fluorobenzoic acid), ice. The solvent is OS(=O)(=O)O (H2SO4). Conditions: temperature 0 celsius, time 1 hour. Product: BrC1=C(C(=O)O)C(=CC=C1F)[N+](=O)[O-] (2-Bromo-3-fluoro-6-nitrobenzoic acid). Isolated yield 77.0%. RXN SMILES: [Br:1][C:2]1[C:10]([F:11])=[CH:9][CH:8]=[CH:7][C:3]=1[C:4]([OH:6])=[O:5].[N+:12]([O-])([OH:14])=[O:13]>OS(O)(=O)=O>[Br:1][C:2]1[C:10]([F:11])=[CH:9][CH:8]=[C:7]([N+:12]([O-:14])=[O:13])[C:3]=1[C:4]([OH:6])=[O:5]. Reported procedure: In a 1 L, three necked flask fitted with a dropping funnel and a thermometer were charged 2-bromo-3-fluorobenzoic acid (Example 134 g) (28.23 g, 0.13 mol) and concentrated H2SO4 (200 mL). After cooling to 0° C., HNO3 (70%, 16.0 mL) was added dropwise over 30 min, keeping the temperature between 0 to 10° C. After 1 h, the reaction mixture was poured into the crushed ice keeping the temperature below 20° C. The mixture was extracted with EtOAc (2×200 mL), the combined extract was washed with brine... The reactants are CC(=O)N(Cc1cc(C(F)(F)F)cc(C(F)(F)F)c1)C1CCCN(C(=O)OC(C)C)c2cc(Br)ccc21, Nc1cc(F)ccc1C(=O)[O-]. Product: CC(=O)N(Cc1cc(C(F)(F)F)cc(C(F)(F)F)c1)C1CCCN(C(=O)OC(C)C)c2cc(F)ccc21. As a reaction SMILES: [C:12]([CH3:13])(=[O:14])[N:15]([CH:16]1[c:17]2[c:18]([cH:29][c:30]([Br:33])[cH:31][cH:32]2)[N:19]([C:23](=[O:24])[O:25][CH:26]([CH3:27])[CH3:28])[CH2:20][CH2:21][CH2:22]1)[CH2:34][c:35]1[cH:36][c:37]([C:45]([F:46])([F:47])[F:48])[cH:38][c:39]([C:41]([F:42])([F:43])[F:44])[cH:40]1.[NH2:1][c:2]1[cH:3][c:4]([F:11])[cH:5][cH:6][c:7]1[C:8]([O-:9])=[O:10]>>[F:11][c:30]1[cH:29][c:18]2[c:17]([cH:32][cH:31]1)[CH:16]([N:15]([C:12]([CH3:13])=[O:14])[CH2:34][c:35]1[cH:36][c:37]([C:45]([F:46])([F:47])[F:48])[cH:38][c:39]([C:41]([F:42])([F:43])[F:44])[cH:40]1)[CH2:22][CH2:21][CH2:20][N:19]2[C:23](=[O:24])[O:25][CH:26]([CH3:27])[CH3:28]. The reactants are C(#N)C1=CC2=C(NC([C@H]([C@@H](N2)C)NC(OC(C)(C)C)=O)=O)C=C1 (tert-butyl(3S,4S)-7-cyano-4-methyl-2-oxo-2,3,4,5-tetrahydro-1H-benzo[b][1,4]diazepin-3-ylcarbamate), CS(=O)(=O)CC(=O)O (2-(methylsulfonyl)acetic acid), P(=O)(Cl)(Cl)Cl (phosphoryl chloride). Run in N1=CC=CC=C1 (pyridine). Run at temperature 0 celsius, time 30 minute. The product is C(#N)C=1C=CC2=C(N([C@H]([C@@H](C(N2)=O)NC(OC(C)(C)C)=O)C)C(CS(=O)(=O)C)=O)C1 (tert-butyl(2S,3S)-8-cyano-2-methyl-1-(2-(methylsulfonyl)acetyl)-4-oxo-2,3,4,5-tetrahydro-1H-benzo[b][1,4]diazepin-3-ylcarbamate). The yield is 93.7%. RXN SMILES: [C:1]([C:3]1[CH:23]=[CH:22][C:6]2[NH:7][C:8](=[O:21])[C@@H:9]([NH:13][C:14](=[O:20])[O:15][C:16]([CH3:19])([CH3:18])[CH3:17])[C@H:10]([CH3:12])[NH:11][C:5]=2[CH:4]=1)#[N:2].[CH3:24][S:25]([CH2:28][C:29](O)=[O:30])(=[O:27])=[O:26].P(Cl)(Cl)(Cl)=O>N1C=CC=CC=1>[C:1]([C:3]1[CH:23]=[CH:22][C:6]2[NH:7][C:8](=[O:21])[C@@H:9]([NH:13][C:14](=[O:20])[O:15][C:16]([CH3:18])([CH3:19])[CH3:17])[C@H:10]([CH3:12])[N:11]([C:29](=[O:30])[CH2:28][S:25]([CH3:24])(=[O:27])=[O:26])[C:5]=2[CH:4]=1)#[N:2]. Reported procedure: To a 0° C. solution of tert-butyl(3S,4S)-7-cyano-4-methyl-2-oxo-2,3,4,5-tetrahydro-1H-benzo[b][1,4]diazepin-3-ylcarbamate (106 mg, 335 μmol) in pyridine (3.35 ml) was added 2-(methylsulfonyl)acetic acid (50.9 mg, 369 μmol) followed by phosphoryl chloride (61.3 μl, 670 μmol), dropwise. The reaction was stirred at 0° C. for 30 min, then quenched by the addition of H2O and extracted with EtOAc. The combined organic layers were washed with 1 N aq. citric acid, H2O, sat. aq. NaHCO3, and sat. aq. NaCl... The reactants are [H-].[Na+] (sodium hydride), CCCCCC (hexane), [Si](C)(C)(C(C)(C)C)Cl (t-butyldimethylsilyl chloride), O1C(=CC=C1CO)CO (2,5-furandimethanol). The solvent is O1CCCC1 (tetrahydrofuran), C(C)OCC (diethyl ether). Reaction conditions: time 1 hour. The product is [Si](C)(C)(C(C)(C)C)OCC1=CC=C(O1)CO (5-(t-butyldimethylsilyloxy)methyl-2-hydroxymethylfuran). RXN SMILES: CCCCCC.[H-].[Na+].[O:9]1[C:13]([CH2:14][OH:15])=[CH:12][CH:11]=[C:10]1[CH2:16][OH:17].[Si:18](Cl)([C:21]([CH3:24])([CH3:23])[CH3:22])([CH3:20])[CH3:19]>C(OCC)C.O1CCCC1>[Si:18]([O:15][CH2:14][C:13]1[O:9][C:10]([CH2:16][OH:17])=[CH:11][CH:12]=1)([C:21]([CH3:24])([CH3:23])[CH3:22])([CH3:20])[CH3:19] |f:1.2|. Procedure: According to the method of P. G. McDougal, et al., J. Org. Chem., 5, 3388-3390 (1986), combine hexane washed sodium hydride (20 mmol) and tetrahydrofuran (40 mL). Slowly add 2,5-furandimethanol (20 mmol). After gas evolution ceases, add t-butyldimethylsilyl chloride (20 mmol) and stir vigorously. After about 1 hour, pour the reaction mixture into diethyl ether and extract with a saturated aqueous solution of sodium carbonate, water, and then brine. Dry the organic layer over Na2SO4, filter, and ...